Dataset: the Open Reaction Database (ORD), a public repository of structured organic reaction records. Task: describe an organic reaction: reactants, conditions, products, and yield Reactants: C(C1=CC=CC=C1)(=O)N[C@@H](CC1=CC=CC=C1)C(=O)N[C@@H](CC1=CC=C(C=C1)O)C(=O)OC (methyl N-benzoylphenylalanyltyrosinate), [OH-].[Na+] (sodium hydroxide), Cl (hydrochloric acid). Run in CO (methanol). Reaction conditions: time 1 hour. The product is C(C1=CC=CC=C1)(=O)N[C@@H](CC1=CC=CC=C1)C(=O)N[C@@H](CC1=CC=C(C=C1)O)C(=O)O (N-benzoylphenylalanyltyrosine). Yield: 89.2%. As a reaction SMILES: [C:1]([NH:9][C@H:10]([C:18]([NH:20][C@H:21]([C:30]([O:32]C)=[O:31])[CH2:22][C:23]1[CH:28]=[CH:27][C:26]([OH:29])=[CH:25][CH:24]=1)=[O:19])[CH2:11][C:12]1[CH:17]=[CH:16][CH:15]=[CH:14][CH:13]=1)(=[O:8])[C:2]1[CH:7]=[CH:6][CH:5]=[CH:4][CH:3]=1.[OH-].[Na+].Cl>CO>[C:1]([NH:9][C@H:10]([C:18]([NH:20][C@H:21]([C:30]([OH:32])=[O:31])[CH2:22][C:23]1[CH:28]=[CH:27][C:26]([OH:29])=[CH:25][CH:24]=1)=[O:19])[CH2:11][C:12]1[CH:17]=[CH:16][CH:15]=[CH:14][CH:13]=1)(=[O:8])[C:2]1[CH:7]=[CH:6][CH:5]=[CH:4][CH:3]=1 |f:1.2|. Procedure details: In 50 ml of methanol, 4.4 g of methyl N-benzoylphenylalanyltyrosinate was dissolved. After addition of 23 ml of 1 N sodium hydroxide, the solution was stirred for one hour. The reaction mixture was neutralized with hydrochloric acid, concentrated and extracted with ethyl acetate. The extract was washed with water, dried and concentrated to dryness. The residue was crystallized from ethyl acetate to give 3.8 g of N-benzoylphenylalanyltyrosine with a mp. 191°-192° C, in a yield of 87%. Analysis, c... Product: OC1=C(C#N)C=CC(=C1)O (2,4-dihydroxybenzonitrile). The solvent is O (water). Yield: 70.6%. The reactants are COC1=C(C#N)C=CC(=C1)OC (2,4-dimethoxybenzonitrile), [Cl-].[NH+]1=CC=CC=C1 (pyridinium chloride). As a reaction SMILES: C[O:2][C:3]1[CH:10]=[C:9]([O:11]C)[CH:8]=[CH:7][C:4]=1[C:5]#[N:6].[Cl-].[NH+]1C=CC=CC=1>O>[OH:2][C:3]1[CH:10]=[C:9]([OH:11])[CH:8]=[CH:7][C:4]=1[C:5]#[N:6] |f:1.2|. Procedure details: 2,4-dimethoxybenzonitrile (2 g) was mixed with pyridinium chloride (5.67 g) and the reaction mixture was fused at 210° C. for 2 hours. After being left to stand at room temperature overnight, the mixture was diluted with water and extracted into diethyl ether. The ether extracts were washed with water, dried over magnesium sulphate and concentrated to give a pink solid which was washed with petrol and air dried to give 2,4-dihydroxybenzonitrile (1.17 g) (m pt 176°-178° C.). Conditions: time 2 hour. The reactants are Cl.COC(C1CCNCC1)=O (isonipecotic acid methyl ester, hydrochloride), C([O-])(O)=O.[K+] (potassium bicarbonate). The solvent is O (water). Yields the product COC(C1CCNCC1)=O (isonipecotic acid methyl ester). RXN SMILES: Cl.[CH3:2][O:3][C:4](=[O:11])[CH:5]1[CH2:10][CH2:9][NH:8][CH2:7][CH2:6]1.C(=O)(O)[O-].[K+]>O>[CH3:2][O:3][C:4](=[O:11])[CH:5]1[CH2:10][CH2:9][NH:8][CH2:7][CH2:6]1 |f:0.1,2.3|. Reported procedure: Dissolve isonipecotic acid methyl ester, hydrochloride (43.7 g, 243 mmol) in a minimum amount of water. Add potassium bicarbonate (24.3 g, 243 mmol) and warm the solution on a steam bath for 20 minutes. Evaporate the water in vacuo, treat the residue with methanol and filter. Evaporate the filtrate in vacuo to give isonipecotic acid methyl ester as a oily yellow solid. The reactants are NC(C)C=1N=C2N(C(C1C1=CC(=CC(=C1)F)F)=O)C=CS2 (7-(1-aminoethyl)-6-(3,5-difluorophenyl)-5H-[1,3]thiazolo[3,2-a]pyrimidin-5-one), BrC1=C2N=CNC2=NC=N1 (6-bromo-9H-purine), C(C)(C)N(C(C)C)CC (N,N-diisopropylethylamine). Solvent: C(C)O (ethanol). Conditions: temperature 110 celsius. Product: FC=1C=C(C=C(C1)F)C1=C(N=C2N(C1=O)C=CS2)C(C)NC2=C1N=CNC1=NC=N2 (6-(3,5-difluorophenyl)-7-[1-(9H-purin-6-ylamino)ethyl]-5H-[1,3]thiazolo[3,2-a]pyrimidin-5-one). Reaction SMILES: [NH2:1][CH:2]([C:4]1[N:5]=[C:6]2[S:21][CH:20]=[CH:19][N:7]2[C:8](=[O:18])[C:9]=1[C:10]1[CH:15]=[C:14]([F:16])[CH:13]=[C:12]([F:17])[CH:11]=1)[CH3:3].Br[C:23]1[N:31]=[CH:30][N:29]=[C:28]2[C:24]=1[N:25]=[CH:26][NH:27]2.C(N(CC)C(C)C)(C)C>C(O)C>[F:17][C:12]1[CH:11]=[C:10]([C:9]2[C:8](=[O:18])[N:7]3[CH:19]=[CH:20][S:21][C:6]3=[N:5][C:4]=2[CH:2]([NH:1][C:23]2[N:31]=[CH:30][N:29]=[C:28]3[C:24]=2[N:25]=[CH:26][NH:27]3)[CH3:3])[CH:15]=[C:14]([F:16])[CH:13]=1. Procedure: A mixture of 7-(1-aminoethyl)-6-(3,5-difluorophenyl)-5H-[1,3]thiazolo[3,2-a]pyrimidin-5-one (0.037 g, 0.12 mmol), 6-bromo-9H-purine (0.048 g, 0.24 mmol), and N,N-diisopropylethylamine (0.042 mL, 0.24 mmol) in ethanol (0.5 mL) was heated at 110° C. overnight. The mixture was filtered, and the filtrate was purified on preparative-LCMS (XBridge C18 Column, eluting with a gradient of acetonitrile/water containing 0.15% NH4OH) to give the desired product. LCMS calculated for C19H14F2N7OS (M+H)+: m/z=... The reactants are C1(O)=CC(O)=CC=C1 (resorcin), C(C(=O)O)(=O)O (oxalic acid), COC=1C=C(C=CC1)O (m-methoxyphenol), C(C(=O)O)(=O)O (oxalic acid), C=O (formaldehyde), C=O (formaldehyde). Run in CC(=O)C (acetone). Run at temperature 60 celsius, time 3 hour. The product is COC=1C=C(C=CC1)O.C1(O)=CC(O)=CC=C1.C=O (m-methoxyphenol resorcin formaldehyde). Reaction SMILES: [CH3:1][O:2][C:3]1[CH:4]=[C:5]([OH:9])[CH:6]=[CH:7][CH:8]=1.C(O)(=O)[C:11](O)=[O:12].C=O.[C:18]1([CH:25]=[CH:24][CH:23]=[C:21]([OH:22])[CH:20]=1)[OH:19]>CC(C)=O>[CH3:1][O:2][C:3]1[CH:4]=[C:5]([OH:9])[CH:6]=[CH:7][CH:8]=1.[C:18]1([CH:25]=[CH:24][CH:23]=[C:21]([OH:22])[CH:20]=1)[OH:19].[CH2:11]=[O:12] |f:5.6.7|. Procedure details: Into a reactor equipped with a thermometer, an agitator, a reflux apparatus and a dropping funnel were charged 124 parts (1 mol) of m-methoxyphenol, 0.62 part of oxalic acid and 248 parts of acetone, and 23.4 parts of 37% aqueous formaldehyde solution was added dropwise to the mixture in 1 hour while agitating the resulting mixture at 60° C. Immediately after completion of the addition, 62 parts (0.5 mol) of resorcin and 0.31 part of oxalic acid were added to the mixture, and then 39.2 parts of ... The reactants are BrC1=C(SC2=CN=CC=C21)C (3-Bromo-2-methylthieno[2,3-c]pyridine), ClC1=CC(=CC=C1)C(=O)OO (m-Chloroperbenzoic acid). Run in C(Cl)Cl (DCM), [OH-].[Na+] (NaOH), C(Cl)Cl (DCM). Run at time 4 hour. The product is BrC1=C(SC2=C[N+](=CC=C21)[O-])C (3-bromo-2-methylthieno[2,3-c]pyridine-N-Oxide). RXN SMILES: [Br:1][C:2]1[C:10]2[C:5](=[CH:6][N:7]=[CH:8][CH:9]=2)[S:4][C:3]=1[CH3:11].ClC1C=CC=C(C(OO)=[O:20])C=1>C(Cl)Cl.[OH-].[Na+]>[Br:1][C:2]1[C:10]2[C:5](=[CH:6][N+:7]([O-:20])=[CH:8][CH:9]=2)[S:4][C:3]=1[CH3:11] |f:3.4|. Reported procedure: 3-Bromo-2-methylthieno[2,3-c]pyridine (0.500 g, 2.19 mmol) was dissolved in DCM (10 ml) and cooled down to 0° C. m-Chloroperbenzoic acid (0.737 g, 3.29 mmol) was added to the reaction portionwise while stirring. After 4 hours, the reaction wad diluted with 1N NaOH (10 ml) and DCM (10 ml). The layers were separated and the organic layer was washed (2×) with an aqueous saturated solution of sodium bicarbonate, then with water and then brine. The organic layer was then dried with sodium sulfate, re...